From a dataset of the Open Reaction Database (ORD), a public repository of structured organic reaction records. describe an organic reaction: reactants, conditions, products, and yield Reactants: [BH4-], O=C1CCCC2=C1C(c1cccc(Br)c1)C1=C(CCCC1=O)N2, CCO, [Na+], c1ccncc1. The product is O=C1CCCC2=C1C(c1cccc(Br)c1)C1=C(CCCC1)N2. RXN SMILES: [BH4-:27].[Br:1][c:2]1[cH:3][c:4]([CH:8]2[C:9]3=[C:14]([CH2:13][CH2:12][CH2:11][C:10]3=[O:23])[NH:15][C:16]3=[C:21]2[C:20](=[O:22])[CH2:19][CH2:18][CH2:17]3)[cH:5][cH:6][cH:7]1.[CH3:24][CH2:25][OH:26].[Na+:28].[cH:29]1[cH:30][cH:31][n:32][cH:33][cH:34]1>>[Br:1][c:2]1[cH:3][c:4]([CH:8]2[C:9]3=[C:14]([CH2:13][CH2:12][CH2:11][C:10]3=[O:23])[NH:15][C:16]3=[C:21]2[CH2:20][CH2:19][CH2:18][CH2:17]3)[cH:5][cH:6][cH:7]1.